This data is from the Open Reaction Database (ORD), a public repository of structured organic reaction records. The task is: describe an organic reaction: reactants, conditions, products, and yield Reactants: CCO, N#CCC#N, CC(C)(O)c1cc(C=O)no1. Yields the product CC(C)(O)c1cc(C=C(C#N)C#N)no1. Reaction SMILES: [CH3:17][CH2:18][OH:19].[N:12]#[C:13][CH2:14][C:15]#[N:16].[OH:1][C:2]([CH3:3])([CH3:4])[c:5]1[cH:6][c:7]([CH:10]=[O:11])[n:8][o:9]1>>[OH:1][C:2]([CH3:3])([CH3:4])[c:5]1[cH:6][c:7]([CH:10]=[C:14]([C:13]#[N:12])[C:15]#[N:16])[n:8][o:9]1. Starting materials: CO (MeOH), B.CSC (Borane dimethylsulfide), IC1=C(C(=O)O)C=CC=C1[N+](=O)[O-] (2-iodo-3-nitrobenzoic acid), B(OC)(OC)OC (trimethyl borate). Solvent: O (H2O), C1CCOC1 (THF). The product is IC1=C(CO)C=CC=C1[N+](=O)[O-] (2-iodo-3-nitrobenzyl alcohol). Reaction SMILES: B.CSC.[I:5][C:6]1[C:14]([N+:15]([O-:17])=[O:16])=[CH:13][CH:12]=[CH:11][C:7]=1[C:8](O)=[O:9].B(OC)(OC)OC.CO>C1COCC1.O>[I:5][C:6]1[C:14]([N+:15]([O-:17])=[O:16])=[CH:13][CH:12]=[CH:11][C:7]=1[CH2:8][OH:9] |f:0.1|. Procedure details: Borane-dimethylsulfide (34 mL, 0.34 mmol) was added to a solution of 2-iodo-3-nitrobenzoic acid (43) [P. J. Culhane, Org. Synth. Coll. Vol 1, 1967, 125-127] (82.3 g, 0.28 mol) and trimethyl borate (64 mL, 0.56 mol) in dry THF (400 mL) under nitrogen, and the mixture stirred at reflux for 90 min. The solution was cooled, MeOH then H2O were added, and the mixture was evaporated. Aq NaCl was added to the residue and the mixture was extracted with EtOAc (×3). The extracts were washed with aq NaCl, d...